From a dataset of the Open Reaction Database (ORD), a public repository of structured organic reaction records. describe an organic reaction: reactants, conditions, products, and yield The reactants are CN1C(=CC2=CC=CC=C12)C(=O)N[C@@H](C(C)C)C(=O)NC(CC(=O)OC(C)(C)C)C(COC1=C(C(=CC(=C1F)F)F)F)=O (N-[(1-methyl-indole-2-carbonyl)valinyl]-3-amino-4-oxo-5-(2,3,5,6-tetrafluorophenyloxy)-pentanoic acid, tert-butyl ester), C(=O)(C(F)(F)F)O (TFA). Yields the product CN1C(=CC2=CC=CC=C12)C(=O)N[C@@H](C(C)C)C(=O)NC(CC(=O)O)C(COC1=C(C(=CC(=C1F)F)F)F)=O (N-[(1-methyl-indole-2-carbonyl)valinyl]-3-amino-4-oxo-5-(2,3,5,6-tetrafluorophenyloxy)-pentanoic acid). Yield: 94.3%. As a reaction SMILES: [CH3:1][N:2]1[C:10]2[C:5](=[CH:6][CH:7]=[CH:8][CH:9]=2)[CH:4]=[C:3]1[C:11]([NH:13][C@H:14]([C:18]([NH:20][CH:21]([C:30](=[O:43])[CH2:31][O:32][C:33]1[C:38]([F:39])=[C:37]([F:40])[CH:36]=[C:35]([F:41])[C:34]=1[F:42])[CH2:22][C:23]([O:25]C(C)(C)C)=[O:24])=[O:19])[CH:15]([CH3:17])[CH3:16])=[O:12].C(O)(C(F)(F)F)=O>>[CH3:1][N:2]1[C:10]2[C:5](=[CH:6][CH:7]=[CH:8][CH:9]=2)[CH:4]=[C:3]1[C:11]([NH:13][C@H:14]([C:18]([NH:20][CH:21]([C:30](=[O:43])[CH2:31][O:32][C:33]1[C:38]([F:39])=[C:37]([F:40])[CH:36]=[C:35]([F:41])[C:34]=1[F:42])[CH2:22][C:23]([OH:25])=[O:24])=[O:19])[CH:15]([CH3:17])[CH3:16])=[O:12]. Procedure: Treatment of N-[(1-methyl-indole-2-carbonyl)valinyl]-3-amino-4-oxo-5-(2,3,5,6-tetrafluorophenyloxy)-pentanoic acid, tert-butyl ester (120 mg, 0.20 mmol) with TFA as described in Example 80 gave the titled product (104 mg, 95%) as a white powder. MS C26H25F4N3O6, [M+Na]+ =574, [M−H]− =550. Starting materials: O1C(COC2=C1C=CC=C2)CN2CC(CCC2)(COC)CC (1-(2,3-dihydrobenzo[1,4]dioxin-2-ylmethyl)-3-ethyl-3-methoxymethylpiperidine), C(C=C)Br (allyl bromide). Yields the product C(C=C)OCC1(CN(CCC1)CC1COC2=C(O1)C=CC=C2)CC (3-Allyloxymethyl-1-(2,3-dihydrobenzo[1,4]dioxin-2-ylmethyl)-3-ethylpiperidine). As a reaction SMILES: [O:1]1[C:6]2[CH:7]=[CH:8][CH:9]=[CH:10][C:5]=2[O:4][CH2:3][CH:2]1[CH2:11][N:12]1[CH2:17][CH2:16][CH2:15][C:14]([CH2:21][CH3:22])([CH2:18][O:19][CH3:20])[CH2:13]1.[CH2:23](Br)[CH:24]=C>>[CH2:20]([O:19][CH2:18][C:14]1([CH2:21][CH3:22])[CH2:15][CH2:16][CH2:17][N:12]([CH2:11][CH:2]2[O:1][C:6]3[CH:7]=[CH:8][CH:9]=[CH:10][C:5]=3[O:4][CH2:3]2)[CH2:13]1)[CH:23]=[CH2:24]. Procedure: The procedure described for 1-(2,3-dihydrobenzo[1,4]dioxin-2-ylmethyl)-3-ethyl-3-methoxymethylpiperidine was repeated except that allyl bromide was used instead of methyl iodide. Reactants: CC1=C2C(CC=NC2=C(C=C1[N+](=O)[O-])C)=O (5,8-dimethyl-6-nitro-4-quinolone), P(=O)(Cl)(Cl)Cl (phosphorus oxychloride). Run in [OH-].[NH4+] (ammonium hydroxide). Run at time 3 hour. Yields the product ClC1=CC=NC2=C(C=C(C(=C12)C)[N+](=O)[O-])C (4-chloro-5,8-dimethyl-6-nitroquinoline). RXN SMILES: [CH3:1][C:2]1[C:11]([N+:12]([O-:14])=[O:13])=[CH:10][C:9]([CH3:15])=[C:8]2[C:3]=1[C:4](=O)[CH2:5][CH:6]=[N:7]2.P(Cl)(Cl)([Cl:19])=O>[OH-].[NH4+]>[Cl:19][C:4]1[C:3]2[C:8](=[C:9]([CH3:15])[CH:10]=[C:11]([N+:12]([O-:14])=[O:13])[C:2]=2[CH3:1])[N:7]=[CH:6][CH:5]=1 |f:2.3|. Reported procedure: In a flask is placed 5,8-dimethyl-6-nitro-4-quinolone (3.01 g, 13.8 mmol) with phosphorus oxychloride (41.3 g, 268 mmol). The mixture is refluxed under argon with stirring for 3 hours. After cooling to room temperature the mixture is poured on crushed ice, and concentrated ammonium hydroxide (100 mL) is added. Extraction with chloroform (2×200 mL), drying over potassium carbonate, filtration and solvent removal by rotary evaporation gives 4-chloro-5,8-dimethyl-6-nitroquinoline.